From a dataset of the Open Reaction Database (ORD), a public repository of structured organic reaction records. describe an organic reaction: reactants, conditions, products, and yield The reactants are CCO, Cc1ccc([N+](=O)[O-])c(F)c1, [H][H], O=[Pt]. Yields the product Cc1ccc(N)c(F)c1. RXN SMILES: [CH3:14][CH2:15][OH:16].[F:1][c:2]1[cH:3][c:4]([CH3:11])[cH:5][cH:6][c:7]1[N+:8]([O-:9])=[O:10].[H:12][H:13].[Pt:17]=[O:18]>>[F:1][c:2]1[cH:3][c:4]([CH3:11])[cH:5][cH:6][c:7]1[NH2:8]. The reactants are CC#N, CC(C)(C)[O-], Cc1ccccc1, N#Cc1ccc(F)cc1, [K+]. RXN SMILES: [CH3:10][C:11]#[N:12].[CH3:13][C:14]([CH3:15])([O-:16])[CH3:17].[CH3:19][c:20]1[cH:21][cH:22][cH:23][cH:24][cH:25]1.[F:1][c:2]1[cH:3][cH:4][c:5]([C:6]#[N:7])[cH:8][cH:9]1.[K+:18]>>[F:1][c:2]1[cH:3][cH:4][c:5]([C:6]([NH2:7])=[CH:10][C:11]#[N:12])[cH:8][cH:9]1. Product: N#CC=C(N)c1ccc(F)cc1. The reactants are C1(=CCCCC1)C1=C(N(N=C1C)C1=CC=CC=C1)N (4-cyclohex-1-enyl-5-methyl-2-phenyl-2H-pyrazol-3-ylamine), C(C)N=C=O (ethyl isocyanate). The solvent is N1=CC=CC=C1 (pyridine). Product: CC1=NN(C=2NC(C=3CCCCC3C21)=O)C2=CC=CC=C2 (1-methyl-3-phenyl-3,4,6,7,8,9-hexahydropyrazolo[3,4-c]isoquinolin-5-one). The yield is 35.3%. RXN SMILES: [C:1]1([C:7]2[C:11]([CH3:12])=[N:10][N:9]([C:13]3[CH:18]=[CH:17][CH:16]=[CH:15][CH:14]=3)[C:8]=2[NH2:19])[CH2:6][CH2:5][CH2:4][CH2:3][CH:2]=1.C(N=[C:23]=[O:24])C>N1C=CC=CC=1>[CH3:12][C:11]1[C:7]2[C:1]3[CH2:6][CH2:5][CH2:4][CH2:3][C:2]=3[C:23](=[O:24])[NH:19][C:8]=2[N:9]([C:13]2[CH:18]=[CH:17][CH:16]=[CH:15][CH:14]=2)[N:10]=1. Procedure: To a solution of EXAMPLE 7A (1.26 g, 5 mmol) in pyridine (10 mL) was added ethyl isocyanate (1.18 mL, 15 mmol). The solution was heated at reflux for 7 hours, cooled, concentrated and the residue triturated with methanol. The solid was collected by filtration, washed with methanol and dried to give 493 mg (35%) of the title compound. 1H NMR (DMSO-d6) 1.72-1.83 (m, 4H), 2.49-2.55 (m, 2H), 2.57 (s, 3H), 3.05 (t, J=5.2 Hz, 2H), 7.24 (t, J=7.4 Hz, 1H), 7.43-7.53 (m, 2H), 8.19 (d, J=7.7 Hz, 2H), 11.2... Reactants: O=C(CC1(CC1)CC(=O)O)C ([1-(2-oxo-propyl)-cyclopropyl]-acetic acid), C1(=CC(=CC(=C1)C)C)C (mesitylene), Cl (hydrochloric acid). Run in CO (methanol). Yields the product COC(CC1(CC1)CC(C)=O)=O ([1-(2-Oxo-propyl)-cyclopropyl]-acetic acid methyl ester). As a reaction SMILES: [O:1]=[C:2]([CH3:11])[CH2:3][C:4]1([CH2:7][C:8]([OH:10])=[O:9])[CH2:6][CH2:5]1.[C:12]1(C)C=C(C)C=C(C)C=1.Cl>CO>[CH3:12][O:9][C:8](=[O:10])[CH2:7][C:4]1([CH2:3][C:2](=[O:1])[CH3:11])[CH2:6][CH2:5]1. Procedure: To a solution of 4.9 g crude [1-(2-oxo-propyl)-cyclopropyl]-acetic acid (31 mmole) in 73.5 ml methanol are added 1 ml of mesitylene (GC standard) and 2.5 ml of conc. hydrochloric acid. The mixture is heated to reflux for 1 hour and then concentrated to dryness. 40 ml of water are added to the residue and the resulting mixture is extracted with 100 ml of methyl tert-butyl ether in two portions. The combined organic phases are concentrated to dryness. The resulting crude product is directly used i... Reactants: Cl (hydrogen chloride), CCOCC (Ether), [N+](=O)([O-])C1=CC=C(C=C1)N1C(N(CC1)C)=O (1-(p-nitrophenyl)-3-methyl-2-imidazolidinone), hydrochloride salt. The reagents and catalysts are [Rh] (rhodium on alumina). The solvent is C(C)(=O)OCC (ethyl acetate), C(C)(=O)O (acetic acid), C(C)(C)O (isopropanol). Product: Cl.N[C@H]1CC[C@H](CC1)N1C(N(CC1)C)=O (cis 1-(4-aminocyclohexyl)-3-methyl-2-imidazolidinone hydrochloride). Reaction SMILES: [N+:1]([C:4]1[CH:9]=[CH:8][C:7]([N:10]2[CH2:14][CH2:13][N:12]([CH3:15])[C:11]2=[O:16])=[CH:6][CH:5]=1)([O-])=O.[ClH:17].CCOCC>C(O)(=O)C.C(O)(C)C.C(OCC)(=O)C.[Rh]>[ClH:17].[NH2:1][C@@H:4]1[CH2:5][CH2:6][C@H:7]([N:10]2[CH2:14][CH2:13][N:12]([CH3:15])[C:11]2=[O:16])[CH2:8][CH2:9]1 |f:7.8|. Procedure details: A solution of 1-(p-nitrophenyl)-3-methyl-2-imidazolidinone (12.45 g) in 150 ml glacial acetic acid, to which is added 6 g of 5% rhodium on alumina, is hydrogenated at 50° and 45 lbs. pressure. The catalyst is filtered off and the filtrate concentrated under reduced pressure. Water (25 ml) is added to the residue which is basified by addition of 50% aqueous sodium hydroxide while the mixture is cooled in an ice bath. Extraction with methylene chloride (5×70 ml), drying over anhydrous sodium sulfa... Starting materials: Cl.NC1=NN=C2N1N=C(C(=C2C)C)C(=O)O (3-Amino-7,8-dimethyl-[1,2,4]triazolo[4,3-b]pyridazine-6-carboxylic acid hydrochloride), CO (methanol), S(=O)(Cl)Cl (thionyl chloride). Conditions: temperature 65 celsius, time 2.5 hour. The product is Cl.NC1=NN=C2N1N=C(C(=C2C)C)C(=O)OC (Methyl 3-amino-7,8-dimethyl-[1,2,4]triazolo[4,3-b]pyridazine-6-carboxylate hydrochloride). As a reaction SMILES: Cl.[NH2:2][C:3]1[N:7]2[N:8]=[C:9]([C:14]([OH:16])=[O:15])[C:10]([CH3:13])=[C:11]([CH3:12])[C:6]2=[N:5][N:4]=1.S(Cl)([Cl:19])=O.[CH3:21]O>>[ClH:19].[NH2:2][C:3]1[N:7]2[N:8]=[C:9]([C:14]([O:16][CH3:21])=[O:15])[C:10]([CH3:13])=[C:11]([CH3:12])[C:6]2=[N:5][N:4]=1 |f:0.1,4.5|. Procedure: 3-Amino-7,8-dimethyl-[1,2,4]triazolo[4,3-b]pyridazine-6-carboxylic acid hydrochloride (W1.140; 780 mg) was dissolved in methanol (40 ml) and thionyl chloride (1.9 ml) was slowly added dropwise, and then the mixture was stirred at 65° C. After 2.5 h, the mixture was dried and the residue was purified using silica gel (24 g cartridge, dichloromethane/methanol gradient of 0-20% in 60 min). 602 mg of the title compound were obtained. Starting materials: CC(=O)O, CC(O)CNc1cc(OCc2ccccc2)ccc1C#N, O, c1ccncc1. The product is CC(O)CNc1cc(OCc2ccccc2)ccc1C=O. RXN SMILES: [C:23]([OH:24])(=[O:25])[CH3:26].[CH2:1]([c:2]1[cH:3][cH:4][cH:5][cH:6][cH:7]1)[O:8][c:9]1[cH:10][c:11]([NH:17][CH2:18][CH:19]([CH3:20])[OH:21])[c:12]([C:13]#[N:14])[cH:15][cH:16]1.[OH2:22].[n:27]1[cH:28][cH:29][cH:30][cH:31][cH:32]1>>[CH2:1]([c:2]1[cH:3][cH:4][cH:5][cH:6][cH:7]1)[O:8][c:9]1[cH:10][c:11]([NH:17][CH2:18][CH:19]([CH3:20])[OH:21])[c:12]([CH:13]=[O:25])[cH:15][cH:16]1. Yields the product CC(C)(C)OC(=O)NCCC=O. The reactants are CC(C)(C)OC(=O)NCCCO, CS(C)=O, CCN(C(C)C)C(C)C, ClCCl, O=S(=O)=O, c1ccncc1. Reaction SMILES: [C:1]([CH3:2])([CH3:3])([CH3:4])[O:5][C:6]([NH:7][CH2:8][CH2:9][CH2:10][OH:11])=[O:12].[CH3:22][S:23](=[O:24])[CH3:25].[CH:13]([N:14]([CH2:15][CH3:16])[CH:17]([CH3:18])[CH3:19])([CH3:20])[CH3:21].[Cl:36][CH2:37][Cl:38].[S:32](=[O:33])(=[O:34])=[O:35].[n:26]1[cH:27][cH:28][cH:29][cH:30][cH:31]1>>[C:1]([CH3:2])([CH3:3])([CH3:4])[O:5][C:6]([NH:7][CH2:8][CH2:9][CH:10]=[O:11])=[O:12]. Starting materials: O=C([O-])O, CC(=O)O, Nc1ccc(Cl)cn1, O=C1CCC(=O)N1I, [Na+]. Product: Nc1ncc(Cl)cc1I. RXN SMILES: [C:17](=[O:18])([O-:19])[OH:20].[CH3:22][C:23](=[O:24])[OH:25].[Cl:1][c:2]1[cH:3][cH:4][c:5]([NH2:8])[n:6][cH:7]1.[I:9][N:10]1[C:11](=[O:12])[CH2:13][CH2:14][C:15]1=[O:16].[Na+:21]>>[Cl:1][c:2]1[cH:3][c:4]([I:9])[c:5]([NH2:8])[n:6][cH:7]1.